From a dataset of the Open Reaction Database (ORD), a public repository of structured organic reaction records. describe an organic reaction: reactants, conditions, products, and yield The reactants are N1=C2N(C(NC1=O)=O)CCC2 (7,8-dihydro-2H,6H-pyrrolo[1,2-a]-1,3,5-triazine-2,4(3H)-dione), FC1=CC=C(C(=O)C2CCN(CC2)CCO)C=C1 (4-(4-fluorobenzoyl)-1-(2-hydroxyethyl)piperidine), C1(=CC=CC=C1)P(C1=CC=CC=C1)C1=CC=CC=C1 (triphenylphosphine), N(=NC(=O)OCC)C(=O)OCC (diethyl azodicarboxylate). The solvent is CN(C=O)C (N,N-dimethylformamide). Product: FC1=CC=C(C(=O)C2CCN(CC2)CCN2C(N=C3N(C2=O)CCC3)=O)C=C1 (3-[2-[4-(4-Fluorobenzoyl)piperidin-1-yl]ethyl]-7,8-dihydro-2H,6H-pyrrolo[1,2-a]-1,3,5-triazine-2,4(3H)-dione). As a reaction SMILES: [N:1]1[C:6](=[O:7])[NH:5][C:4](=[O:8])[N:3]2[CH2:9][CH2:10][CH2:11][C:2]=12.[F:12][C:13]1[CH:29]=[CH:28][C:16]([C:17]([CH:19]2[CH2:24][CH2:23][N:22]([CH2:25][CH2:26]O)[CH2:21][CH2:20]2)=[O:18])=[CH:15][CH:14]=1.C1(P(C2C=CC=CC=2)C2C=CC=CC=2)C=CC=CC=1.N(C(OCC)=O)=NC(OCC)=O>CN(C)C=O>[F:12][C:13]1[CH:14]=[CH:15][C:16]([C:17]([CH:19]2[CH2:24][CH2:23][N:22]([CH2:25][CH2:26][N:5]3[C:4](=[O:8])[N:3]4[CH2:9][CH2:10][CH2:11][C:2]4=[N:1][C:6]3=[O:7])[CH2:21][CH2:20]2)=[O:18])=[CH:28][CH:29]=1. Procedure: In the manner described in Example 1-2), 7,8-dihydro-2H,6H-pyrrolo[1,2-a]-1,3,5-triazine-2,4(3H)-dione prepared in 1) above and 4-(4-fluorobenzoyl)-1-(2-hydroxyethyl)piperidine were condensed in N,N-dimethylformamide in the presence of triphenylphosphine and diethyl azodicarboxylate to obtain the entitled compound as a caramel-like substance. Starting materials: COCCOC, C=Cc1ccc(C)nc1, [O-][I+3]([O-])([O-])[O-], [Na+], O. Yields the product Cc1ccc(C=O)cn1. As a reaction SMILES: [CH3:17][O:18][CH2:19][CH2:20][O:21][CH3:22].[CH3:7][c:8]1[n:9][cH:10][c:11]([CH:14]=[CH2:15])[cH:12][cH:13]1.[I+3:1]([O-:2])([O-:3])([O-:4])[O-:5].[Na+:6].[OH2:16]>>[O:2]=[CH:14][c:11]1[cH:10][n:9][c:8]([CH3:7])[cH:13][cH:12]1. Reactants: NC1CCN(CC1)CCN1C(C=NC2=CC=C(C=C12)F)=O (1-(2-(4-aminopiperidin-1-yl)ethyl)-7-fluoroquinoxalin-2(1H)-one), O1CCOC=2C=NC(=CC21)C=O (2,3-dihydro-1,4-dioxino[2,3-c]pyridine-7-carbaldehyde), C(O)([O-])=O.[Na+] (sodium hydrogen carbonate), C(C)(=O)O[BH-](OC(C)=O)OC(C)=O.[Na+] (sodium triacetoxyborohydride). Solvent: C(C)(=O)O (acetic acid), C(Cl)(Cl)Cl (chloroform). Reaction conditions: time 1 hour. Yields the product O1CCOC=2C=NC(=CC21)CNC2CCN(CC2)CCN2C(C=NC1=CC=C(C=C21)F)=O (1-(2-(4-((2,3-dihydro-1,4-dioxino[2,3-c]pyridin-7-yl)methylamino)piperidin-1-yl)ethyl)-7-fluoroquinoxalin-2(1H)-one). Yield: 62.8%. Reaction SMILES: [NH2:1][CH:2]1[CH2:7][CH2:6][N:5]([CH2:8][CH2:9][N:10]2[C:19]3[C:14](=[CH:15][CH:16]=[C:17]([F:20])[CH:18]=3)[N:13]=[CH:12][C:11]2=[O:21])[CH2:4][CH2:3]1.[O:22]1[C:31]2[CH:30]=[C:29]([CH:32]=O)[N:28]=[CH:27][C:26]=2[O:25][CH2:24][CH2:23]1.C(O[BH-](OC(=O)C)OC(=O)C)(=O)C.[Na+].C(=O)([O-])O.[Na+]>C(O)(=O)C.C(Cl)(Cl)Cl>[O:22]1[C:31]2[CH:30]=[C:29]([CH2:32][NH:1][CH:2]3[CH2:3][CH2:4][N:5]([CH2:8][CH2:9][N:10]4[C:19]5[C:14](=[CH:15][CH:16]=[C:17]([F:20])[CH:18]=5)[N:13]=[CH:12][C:11]4=[O:21])[CH2:6][CH2:7]3)[N:28]=[CH:27][C:26]=2[O:25][CH2:24][CH2:23]1 |f:2.3,4.5|. Reported procedure: To 10 mL of a chloroform solution containing 327 mg of 1-(2-(4-aminopiperidin-1-yl)ethyl)-7-fluoroquinoxalin-2(1H)-one and 230 mg of 2,3-dihydro-1,4-dioxino[2,3-c]pyridine-7-carbaldehyde, 65 μL of acetic acid were added, and stirred at room temperature for 1 hour. To the reaction mixture, 364 mg of sodium triacetoxyborohydride was added, and stirred overnight. Aqueous saturated sodium hydrogen carbonate solution was added, the organic layer was separated. The organic layer was washed with aqueou... Reactants: O1C(=CC=C1)B(O)O (2-furanboronic acid), BrC=1C=C(CNC(O)=O)C=CC1 ((3-bromobenzyl)carbamic acid). The product is O1C(=CC=C1)C=1C=C(CNC(O)=O)C=CC1 ([3-(furan-2-yl)benzyl]carbamic acid). RXN SMILES: [O:1]1[CH:5]=[CH:4][CH:3]=[C:2]1B(O)O.Br[C:10]1[CH:11]=[C:12]([CH:18]=[CH:19][CH:20]=1)[CH2:13][NH:14][C:15](=[O:17])[OH:16]>>[O:1]1[CH:5]=[CH:4][CH:3]=[C:2]1[C:10]1[CH:11]=[C:12]([CH:18]=[CH:19][CH:20]=1)[CH2:13][NH:14][C:15](=[O:16])[OH:17]. Procedure: Using the same method as in Example 19-(ii), 2-furanboronic acid was reacted with the (3-bromobenzyl)carbamic acid.tert-butyl to give [3-(furan-2-yl)benzyl]carbamic acid.tert-butyl (yield: 84%). Reactants: N(=[N+]=[N-])C[C@@H]([C@@H](O[Si](C)(C)C(C)(C)C)[C@@H]1N(C(OC1)(C)C)C(=O)OC(C)(C)C)C1CC1 (tert-butyl (4R)-4-((1R,2S)-3-azido-1-{[tert-butyl(dimethyl)silyl]oxy}-2-cyclopropylpropyl)-2,2-dimethyl-1,3-oxazolidine-3-carboxylate), CCN(C(C)C)C(C)C (DIPEA), C(=O)(OC(C)(C)C)OC(=O)OC(C)(C)C (di-tert-butyl dicarbonate), C(=O)(C(F)(F)F)O (TFA). Run in CO (MeOH). Run at time 30 minute. The product is N(=[N+]=[N-])C[C@@H]([C@H]([C@@H](CO)NC(OC(C)(C)C)=O)O)C1CC1 (tert-Butyl (2R,3R,4S)-5-azido-4-cyclopropyl-1,3-dihydroxypentan-2-ylcarbamate), N(=[N+]=[N-])C[C@@H]([C@H]([C@@H](CO)NC(OC(C)(C)C)=O)O[Si](C)(C)C(C)(C)C)C1CC1 (tert-butyl [(1R,2R,3S)-4-azido-2-{[tert-butyl(dimethyl)silyl]oxy}-3-cyclopropyl-1-(hydroxymethyl)butyl]carbamate). The yield is 50.0%. As a reaction SMILES: [N:1]([CH2:4][C@H:5]([CH:29]1[CH2:31][CH2:30]1)[C@H:6]([C@H:15]1[CH2:19][O:18]C(C)(C)[N:16]1[C:22]([O:24][C:25]([CH3:28])([CH3:27])[CH3:26])=[O:23])[O:7][Si:8]([C:11]([CH3:14])([CH3:13])[CH3:12])([CH3:10])[CH3:9])=[N+:2]=[N-:3].C(O)(C(F)(F)F)=O.CCN(C(C)C)C(C)C.C(OC(OC(C)(C)C)=O)(OC(C)(C)C)=O>CO>[N:1]([CH2:4][C@H:5]([CH:29]1[CH2:30][CH2:31]1)[C@@H:6]([OH:7])[C@H:15]([NH:16][C:22](=[O:23])[O:24][C:25]([CH3:28])([CH3:27])[CH3:26])[CH2:19][OH:18])=[N+:2]=[N-:3].[N:1]([CH2:4][C@H:5]([CH:29]1[CH2:30][CH2:31]1)[C@@H:6]([O:7][Si:8]([C:11]([CH3:14])([CH3:13])[CH3:12])([CH3:10])[CH3:9])[C@H:15]([NH:16][C:22](=[O:23])[O:24][C:25]([CH3:28])([CH3:26])[CH3:27])[CH2:19][OH:18])=[N+:2]=[N-:3]. Procedure: A solution of tert-butyl (4R)-4-((1R,2S)-3-azido-1-{[tert-butyl(dimethyl)silyl]oxy}-2-cyclopropylpropyl)-2,2-dimethyl-1,3-oxazolidine-3-carboxylate (1.16 g, 2.55 mmol) in MeOH (5 mL) was cooled on an ice bath, then TFA (4.9 mL, 64 mmol) was added. The reaction mixture was allowed to warm to ambient temperature and stirred for 30 min. The volatile organic solvents were removed under reduced pressure and the residue was azeotropically evaporated with toluene several times. The residue was then dis... The reactants are [H][H] (hydrogen), [H][H] (hydrogen), CSC=1C=CC(=C(C(=O)O)C1)[N+](=O)[O-] (5-methylthio-2-nitrobenzoic acid). The reagents and catalysts are [Ni] (Raney nickel). The solvent is CO (methanol). Yields the product CSC=1C=CC(=C(C(=O)O)C1)N (5-Methylthio-2-aminobenzoic acid). Reaction SMILES: [CH3:1][S:2][C:3]1[CH:4]=[CH:5][C:6]([N+:12]([O-])=O)=[C:7]([CH:11]=1)[C:8]([OH:10])=[O:9].[H][H]>[Ni].CO>[CH3:1][S:2][C:3]1[CH:4]=[CH:5][C:6]([NH2:12])=[C:7]([CH:11]=1)[C:8]([OH:10])=[O:9]. Procedure: A mixture of 5-methylthio-2-nitrobenzoic acid (25.4 g; 0.119 mole), methanol (200 ml) and Raney nickel (2 g) is shaken in an atmosphere of hydrogen at 50 lb pressure when theoretical amount of hydrogen is absorbed. The catalyst is filtered off and the filtrate evaporated to dryness. The residue is recrystallized from etheriso-Pr2O. Yield 7.6 g; mp 145°-150°.